The task is: describe an organic reaction: reactants, conditions, products, and yield. This data is from the Open Reaction Database (ORD), a public repository of structured organic reaction records. The reactants are BrC1=C(N=C2N1C=CC=C2Cl)CCl (3-bromo-8-chloro-2-(chloromethyl)imidazo[1,2-a]pyridine), C1(C=2C(C(N1)=O)=CC=CC2)=O (phthalimide), C(=O)([O-])[O-].[K+].[K+] (K2CO3). The solvent is CN(C)C=O (DMF). Reaction conditions: temperature 80 celsius. The product is BrC1=C(N=C2N1C=CC=C2Cl)CN2C(C1=CC=CC=C1C2=O)=O (2-((3-bromo-8-chloroimidazo[1,2-a]pyridin-2-yl)methyl)isoindoline-1,3-dione). Reaction SMILES: [Br:1][C:2]1[N:6]2[CH:7]=[CH:8][CH:9]=[C:10]([Cl:11])[C:5]2=[N:4][C:3]=1[CH2:12]Cl.[C:14]1(=[O:24])[NH:18][C:17](=[O:19])[C:16]2=[CH:20][CH:21]=[CH:22][CH:23]=[C:15]12.C([O-])([O-])=O.[K+].[K+]>CN(C=O)C>[Br:1][C:2]1[N:6]2[CH:7]=[CH:8][CH:9]=[C:10]([Cl:11])[C:5]2=[N:4][C:3]=1[CH2:12][N:18]1[C:14](=[O:24])[C:15]2[C:16](=[CH:20][CH:21]=[CH:22][CH:23]=2)[C:17]1=[O:19] |f:2.3.4|. Procedure: DMF (4.6 ml) was added to a mixture of 3-bromo-8-chloro-2-(chloromethyl)imidazo[1,2-a]pyridine (258 mg, 0.922 mmol), phthalimide (136 mg, 0.922 mmol) and K2CO3 (55.6 μL, 0.922 mmol). The reaction was heated at 80° C. After the reaction was complete, the mixture was initially partitioned between EtOAc and water, but the product did not dissolve readily. The product was collected by filteration of the mixture to give 2-((3-bromo-8-chloroimidazo[1,2-a]pyridin-2-yl)methyl)isoindoline-1,3-dione as a ... Reactants: CCOC(C)=O, CCCCCC, CCOC(C)=O, CCOc1cc(OCCOCc2ccccc2)cc2c1C(=O)N(COC(=O)c1c(Cl)cccc1Cl)S2(=O)=O. The product is CCOc1cc(OCCO)cc2c1C(=O)N(COC(=O)c1c(Cl)cccc1Cl)S2(=O)=O. Reaction SMILES: [C:45]([O:46][CH2:47][CH3:48])(=[O:49])[CH3:50].[CH3:39][CH2:40][CH2:41][CH2:42][CH2:43][CH3:44].[CH3:51][CH2:52][O:53][C:54](=[O:55])[CH3:56].[Cl:1][c:2]1[c:3]([C:4](=[O:5])[O:6][CH2:7][N:8]2[S:9](=[O:10])(=[O:11])[c:12]3[cH:13][c:14]([O:23][CH2:24][CH2:25][O:26][CH2:27][c:28]4[cH:29][cH:30][cH:31][cH:32][cH:33]4)[cH:15][c:16]([O:20][CH2:21][CH3:22])[c:17]3[C:18]2=[O:19])[c:34]([Cl:38])[cH:35][cH:36][cH:37]1>>[Cl:1][c:2]1[c:3]([C:4](=[O:5])[O:6][CH2:7][N:8]2[S:9](=[O:10])(=[O:11])[c:12]3[cH:13][c:14]([O:23][CH2:24][CH2:25][OH:26])[cH:15][c:16]([O:20][CH2:21][CH3:22])[c:17]3[C:18]2=[O:19])[c:34]([Cl:38])[cH:35][cH:36][cH:37]1. The reactants are Cc1cccc(-c2sc(C)nc2C(=O)O)c1, O=C(NCC1NCC2CCCC21)c1cn2ccsc2n1. Yields the product Cc1cccc(-c2sc(C)nc2C(=O)N2CC3CCCC3C2CNC(=O)c2cn3ccsc3n2)c1. Reaction SMILES: [CH3:21][c:22]1[s:23][c:24](-[c:30]2[cH:31][c:32]([CH3:36])[cH:33][cH:34][cH:35]2)[c:25]([C:27](=[O:28])[OH:29])[n:26]1.[CH:1]12[CH:2]([CH2:9][NH:10][C:11](=[O:12])[c:13]3[n:14][c:15]4[s:16][cH:17][cH:18][n:19]4[cH:20]3)[NH:3][CH2:4][CH:5]1[CH2:6][CH2:7][CH2:8]2>>[CH:1]12[CH:2]([CH2:9][NH:10][C:11](=[O:12])[c:13]3[n:14][c:15]4[s:16][cH:17][cH:18][n:19]4[cH:20]3)[N:3]([C:27]([c:25]3[c:24](-[c:30]4[cH:31][c:32]([CH3:36])[cH:33][cH:34][cH:35]4)[s:23][c:22]([CH3:21])[n:26]3)=[O:28])[CH2:4][CH:5]1[CH2:6][CH2:7][CH2:8]2.